Dataset: the Open Reaction Database (ORD), a public repository of structured organic reaction records. Task: describe an organic reaction: reactants, conditions, products, and yield The reactants are FC1=C(C(=CC=C1)F)N1C(C=CC2=C1N=C(N=C2C=2C=C(C=CC2C)NC(=O)C2=CSC=C2)NC2CC(NC(C2)(C)C)(C)C)=O (N-(3-{8-(2,6-difluorophenyl)-7-oxo-2-[(2,2,6,6-tetramethyl-4-piperidinyl)amino]-7,8-dihydropyrido[2,3-d]pyrimidin-4-yl}-4-methylphenyl)-3-thiophenecarboxamide), CS(=O)(=O)O (methanesulfonic acid). Solvent: CC#N (CH3CN). Reaction conditions: temperature 60 celsius, time 8 hour. The product is CS(=O)(=O)O.FC1=C(C(=CC=C1)F)N1C(C=CC2=C1N=C(N=C2C=2C=C(C=CC2C)NC(=O)C2=CSC=C2)NC2CC(NC(C2)(C)C)(C)C)=O (N-(3-{8-(2,6-difluorophenyl)-7-oxo-2-[(2,2,6,6-tetramethyl-4-piperidinyl)amino]-7,8-dihydropyrido[2,3-d]pyrimidin-4-yl}-4-methylphenyl)-3-thiophenecarboxamide methanesulfonate). RXN SMILES: [F:1][C:2]1[CH:7]=[CH:6][CH:5]=[C:4]([F:8])[C:3]=1[N:9]1[C:14]2[N:15]=[C:16]([NH:34][CH:35]3[CH2:40][C:39]([CH3:42])([CH3:41])[NH:38][C:37]([CH3:44])([CH3:43])[CH2:36]3)[N:17]=[C:18]([C:19]3[CH:20]=[C:21]([NH:26][C:27]([C:29]4[CH:33]=[CH:32][S:31][CH:30]=4)=[O:28])[CH:22]=[CH:23][C:24]=3[CH3:25])[C:13]=2[CH:12]=[CH:11][C:10]1=[O:45].[CH3:46][S:47]([OH:50])(=[O:49])=[O:48]>CC#N>[CH3:46][S:47]([OH:50])(=[O:49])=[O:48].[F:8][C:4]1[CH:5]=[CH:6][CH:7]=[C:2]([F:1])[C:3]=1[N:9]1[C:14]2[N:15]=[C:16]([NH:34][CH:35]3[CH2:36][C:37]([CH3:43])([CH3:44])[NH:38][C:39]([CH3:42])([CH3:41])[CH2:40]3)[N:17]=[C:18]([C:19]3[CH:20]=[C:21]([NH:26][C:27]([C:29]4[CH:33]=[CH:32][S:31][CH:30]=4)=[O:28])[CH:22]=[CH:23][C:24]=3[CH3:25])[C:13]=2[CH:12]=[CH:11][C:10]1=[O:45] |f:3.4|. Procedure details: Added 320 uL of CH3CN to N-(3-{8-(2,6-difluorophenyl)-7-oxo-2-[(2,2,6,6-tetramethyl-4-piperidinyl)amino]-7,8-dihydropyrido[2,3-d]pyrimidin-4-yl}-4-methylphenyl)-3-thiophenecarboxamide (16.0 mg) and heated to about 60° C. Added methanesulfonic acid (1.1 eq; 1M in IPA), and solution clarified except for tiny amount stuck to bottom. After a few minutes at about 60° C., cooled to rt. Got lots of white precipitate. Stirred overnight at rt. Next day, filtered and dried to provide the title compound (3... The reactants are ClC1=C(C=C(N)C=C1)C1=NC=CC=C1 (4-chloro-3-(pyridin-2-yl)aniline), CC1=C(C(=O)O)C=CC(=C1)S(=O)(=O)C (2-methyl-4-(methylsulfonyl)benzoic acid). The product is ClC1=C(C=C(C=C1)NC(C1=C(C=C(C=C1)S(=O)(=O)C)C)=O)C1=NC=CC=C1 (N-(4-chloro-3-(pyridin-2-yl)phenyl)-2-methyl-4-(methylsulfonyl)benzamide). Reaction SMILES: [Cl:1][C:2]1[CH:8]=[CH:7][C:5]([NH2:6])=[CH:4][C:3]=1[C:9]1[CH:14]=[CH:13][CH:12]=[CH:11][N:10]=1.[CH3:15][C:16]1[CH:24]=[C:23]([S:25]([CH3:28])(=[O:27])=[O:26])[CH:22]=[CH:21][C:17]=1[C:18](O)=[O:19]>>[Cl:1][C:2]1[CH:8]=[CH:7][C:5]([NH:6][C:18](=[O:19])[C:17]2[CH:21]=[CH:22][C:23]([S:25]([CH3:28])(=[O:27])=[O:26])=[CH:24][C:16]=2[CH3:15])=[CH:4][C:3]=1[C:9]1[CH:14]=[CH:13][CH:12]=[CH:11][N:10]=1. Reported procedure: A solution of 500 mg of 4-bromo-2-methylbenzonitrile and 268 mg of sodium thiomethoxide in 3 mL of DMF was stirred for 1 h. The reaction mixture was diluted with ethyl acetate, washed with H2O, dried (MgSO4) and evaporated to afford 2-methyl-4-(methylthio)benzonitrile. 400 mg of 2-methyl-4-(methylthio)benzonitrile was reacted via Procedure T to give 2-methyl-4-(methylthio)benzoic acid. 430 mg of 2-methyl-4-(methylthio)benzoic acid was reacted via Procedure R to yield 2-methyl-4-(methylsulfonyl)b...